This data is from the Open Reaction Database (ORD), a public repository of structured organic reaction records. The task is: describe an organic reaction: reactants, conditions, products, and yield Product: O=C(O)Cc1cccc(-n2cccn2)c1. Starting materials: O=C(O)Cc1cccc(Br)c1, O=C([O-])[O-], CCCCCCCCCCCC, NC1CCCCC1N, [Cs+], [Cs+], [Na+], C1COCCO1, [OH-], c1cn[nH]c1. RXN SMILES: [Br:32][c:33]1[cH:34][c:35]([CH2:39][C:40](=[O:41])[OH:42])[cH:36][cH:37][cH:38]1.[C:6](=[O:7])([O-:8])[O-:9].[CH3:20][CH2:21][CH2:22][CH2:23][CH2:24][CH2:25][CH2:26][CH2:27][CH2:28][CH2:29][CH2:30][CH3:31].[CH:12]1([NH2:13])[CH2:14][CH2:15][CH2:16][CH2:17][CH:18]1[NH2:19].[Cs+:10].[Cs+:11].[Na+:44].[O:45]1[CH2:46][CH2:47][O:48][CH2:49][CH2:50]1.[OH-:43].[nH:1]1[n:2][cH:3][cH:4][cH:5]1>>[n:1]1(-[c:33]2[cH:34][c:35]([CH2:39][C:40](=[O:41])[OH:42])[cH:36][cH:37][cH:38]2)[n:2][cH:3][cH:4][cH:5]1. Reactants: COC(=O)c1cccc(CBr)c1, Cl, CN(C)C=O, O=c1[nH]c(-c2ccccc2)c(-c2ccccc2)[nH]1. The product is COC(=O)c1cccc(Cn2c(-c3ccccc3)c(-c3ccccc3)[nH]c2=O)c1. Reaction SMILES: [Br:19][CH2:20][c:21]1[cH:22][c:23]([C:24](=[O:25])[O:26][CH3:27])[cH:28][cH:29][cH:30]1.[ClH:31].[O:32]=[CH:33][N:34]([CH3:35])[CH3:36].[c:1]1(-[c:7]2[nH:8][c:9](=[O:18])[nH:10][c:11]2-[c:12]2[cH:13][cH:14][cH:15][cH:16][cH:17]2)[cH:2][cH:3][cH:4][cH:5][cH:6]1>>[c:1]1(-[c:7]2[n:8]([CH2:20][c:21]3[cH:22][c:23]([C:24](=[O:25])[O:26][CH3:27])[cH:28][cH:29][cH:30]3)[c:9](=[O:18])[nH:10][c:11]2-[c:12]2[cH:13][cH:14][cH:15][cH:16][cH:17]2)[cH:2][cH:3][cH:4][cH:5][cH:6]1. Starting materials: C1CCOC1, Cn1nnc(N(Cc2cc(C(F)(F)F)cc(C(F)(F)F)c2)Cc2cc(C(F)(F)F)ccc2C(O)C2CCOCC2)n1, [H-], CCI, [Na+], CN(C)C=O. The product is CCOC(c1ccc(C(F)(F)F)cc1CN(Cc1cc(C(F)(F)F)cc(C(F)(F)F)c1)c1nnn(C)n1)C1CCOCC1. RXN SMILES: [CH2:52]1[O:53][CH2:54][CH2:55][CH2:56]1.[F:1][C:2]([c:3]1[cH:4][c:5]([CH2:6][N:7]([c:8]2[n:9][n:10][n:11]([CH3:13])[n:12]2)[CH2:14][c:15]2[c:16]([CH:25]([OH:26])[CH:27]3[CH2:28][CH2:29][O:30][CH2:31][CH2:32]3)[cH:17][cH:18][c:19]([C:21]([F:22])([F:23])[F:24])[cH:20]2)[cH:33][c:34]([C:36]([F:37])([F:38])[F:39])[cH:35]1)([F:40])[F:41].[H-:42].[I:49][CH2:50][CH3:51].[Na+:43].[O:44]=[CH:45][N:46]([CH3:47])[CH3:48]>>[F:1][C:2]([c:3]1[cH:4][c:5]([CH2:6][N:7]([c:8]2[n:9][n:10][n:11]([CH3:13])[n:12]2)[CH2:14][c:15]2[c:16]([CH:25]([O:26][CH2:50][CH3:51])[CH:27]3[CH2:28][CH2:29][O:30][CH2:31][CH2:32]3)[cH:17][cH:18][c:19]([C:21]([F:22])([F:23])[F:24])[cH:20]2)[cH:33][c:34]([C:36]([F:37])([F:38])[F:39])[cH:35]1)([F:40])[F:41]. Starting materials: Fc1ccc(-c2n[nH]c3ccc(Br)cc23)cc1, C=Cc1cccc([N+](=O)[O-])c1. Yields the product O=[N+]([O-])c1cccc(C=Cc2ccc3[nH]nc(-c4ccc(F)cc4)c3c2)c1. As a reaction SMILES: [Br:1][c:2]1[cH:3][c:4]2[c:5](-[c:11]3[cH:12][cH:13][c:14]([F:17])[cH:15][cH:16]3)[n:6][nH:7][c:8]2[cH:9][cH:10]1.[N+:18](=[O:19])([O-:20])[c:21]1[cH:22][c:23]([CH:24]=[CH2:25])[cH:26][cH:27][cH:28]1>>[c:2]1([CH:25]=[CH:24][c:23]2[cH:22][c:21]([N+:18](=[O:19])[O-:20])[cH:28][cH:27][cH:26]2)[cH:3][c:4]2[c:5](-[c:11]3[cH:12][cH:13][c:14]([F:17])[cH:15][cH:16]3)[n:6][nH:7][c:8]2[cH:9][cH:10]1. The reactants are Nc1ncccc1Br, COCCOC, [Na+], [Na+], O=C([O-])[O-], O, OB(O)c1ccc(-c2ccccc2)s1, c1ccc(P(c2ccccc2)(c2ccccc2)[Pd](P(c2ccccc2)(c2ccccc2)c2ccccc2)(P(c2ccccc2)(c2ccccc2)c2ccccc2)P(c2ccccc2)(c2ccccc2)c2ccccc2)cc1. The product is Nc1ncccc1-c1ccc(-c2ccccc2)s1. As a reaction SMILES: [Br:7][c:8]1[c:9]([NH2:14])[n:10][cH:11][cH:12][cH:13]1.[CH3:30][O:31][CH2:32][CH2:33][O:34][CH3:35].[Na+:1].[Na+:2].[O-:3][C:4](=[O:5])[O-:6].[OH2:29].[c:15]1(-[c:21]2[cH:22][cH:23][c:24]([B:26]([OH:27])[OH:28])[s:25]2)[cH:16][cH:17][cH:18][cH:19][cH:20]1.[cH:36]1[cH:37][cH:38][c:39]([P:40]([Pd:41]([P:42]([c:43]2[cH:44][cH:45][cH:46][cH:47][cH:48]2)([c:49]2[cH:50][cH:51][cH:52][cH:53][cH:54]2)[c:55]2[cH:56][cH:57][cH:58][cH:59][cH:60]2)([P:61]([c:62]2[cH:63][cH:64][cH:65][cH:66][cH:67]2)([c:68]2[cH:69][cH:70][cH:71][cH:72][cH:73]2)[c:74]2[cH:75][cH:76][cH:77][cH:78][cH:79]2)[P:80]([c:81]2[cH:82][cH:83][cH:84][cH:85][cH:86]2)([c:87]2[cH:88][cH:89][cH:90][cH:91][cH:92]2)[c:93]2[cH:94][cH:95][cH:96][cH:97][cH:98]2)([c:99]2[cH:100][cH:101][cH:102][cH:103][cH:104]2)[c:105]2[cH:106][cH:107][cH:108][cH:109][cH:110]2)[cH:111][cH:112]1>>[c:8]1(-[c:24]2[cH:23][cH:22][c:21](-[c:15]3[cH:16][cH:17][cH:18][cH:19][cH:20]3)[s:25]2)[c:9]([NH2:14])[n:10][cH:11][cH:12][cH:13]1. The reactants are BrC=1C(=C(C=CC1)NCC(=O)OCC)[N+](=O)[O-] (ethyl 2-((3-bromo-2-nitrophenyl)amino)acetate). Reagents/catalysts: [Ni] (nickel). Run in O (water), CCO (EtOH), C1CCOC1 (THF). Run at time 20 hour. Yields the product NC1=C(C=CC=C1Br)NCC(=O)OCC (ethyl 2-((2-amino-3-bromophenyl)amino)acetate). As a reaction SMILES: [Br:1][C:2]1[C:3]([N+:15]([O-])=O)=[C:4]([NH:8][CH2:9][C:10]([O:12][CH2:13][CH3:14])=[O:11])[CH:5]=[CH:6][CH:7]=1>O.CCO.C1COCC1.[Ni]>[NH2:15][C:3]1[C:2]([Br:1])=[CH:7][CH:6]=[CH:5][C:4]=1[NH:8][CH2:9][C:10]([O:12][CH2:13][CH3:14])=[O:11]. Reported procedure: Raney 2800 nickel, in water (Aldrich; 8 mL) was added to a solution of ethyl 2-((3-bromo-2-nitrophenyl)amino)acetate (14.12 g, 46.6 mmol) in EtOH (290 ml) and THF (290 ml); the mixture was placed under an atmosphere of H2 and was stirred at RT for 20 h. The mixture was filtered through a pad of wet Celite, topped with sand, and washed with DCM to give ethyl 2-((2-amino-3-bromophenyl)amino)acetate (210c) as a brown liquid. MS (ESI, pos. ion) m/z: 273.0/275.0 (M+1). Starting materials: Cc1noc(C(NC(=O)c2nc(-c3ccccc3)n3c2CN(C(=O)OC(C)(C)C)CCC3)C(C)(C)C)n1, CO, ClCCl, O=C(O)C(F)(F)F. Product: Cc1noc(C(NC(=O)c2nc(-c3ccccc3)n3c2CNCCC3)C(C)(C)C)n1. Reaction SMILES: [CH3:1][C:2]([CH:3]([c:4]1[n:5][c:6]([CH3:9])[n:7][o:8]1)[NH:10][C:11](=[O:12])[c:13]1[n:14][c:15](-[c:30]2[cH:31][cH:32][cH:33][cH:34][cH:35]2)[n:16]2[c:17]1[CH2:18][N:19]([C:23]([O:24][C:25]([CH3:26])([CH3:27])[CH3:28])=[O:29])[CH2:20][CH2:21][CH2:22]2)([CH3:36])[CH3:37].[CH3:48][OH:49].[Cl:45][CH2:46][Cl:47].[OH:38][C:39]([C:40]([F:41])([F:42])[F:43])=[O:44]>>[CH3:1][C:2]([CH:3]([c:4]1[n:5][c:6]([CH3:9])[n:7][o:8]1)[NH:10][C:11](=[O:12])[c:13]1[n:14][c:15](-[c:30]2[cH:31][cH:32][cH:33][cH:34][cH:35]2)[n:16]2[c:17]1[CH2:18][NH:19][CH2:20][CH2:21][CH2:22]2)([CH3:36])[CH3:37]. Starting materials: OC(C1=NN(C=N1)CC1CCN(CC1)C(=O)OCC1=CC=CC=C1)(C1=CC=CC=C1)C1=CC=CC=C1 (Benzyl 4-({3-[hydroxy(diphenyl)methyl]-1H-1,2,4-triazol-1-yl}methyl)piperidine-1-carboxylate), C(=O)[O-].[NH4+] (ammonium formate). The reagents and catalysts are [OH-].[Pd+2].[OH-] (palladium hydroxide). Solvent: C(C)O (ethanol). The product is C1(=CC=CC=C1)C(O)(C1=NN(C=N1)CC1CCNCC1)C1=CC=CC=C1 (Diphenyl[1-(piperidin-4-ylmethyl)-1H-1,2,4-triazol-3-yl]methanol). The yield is 51.0%. Reaction SMILES: [OH:1][C:2]([C:31]1[CH:36]=[CH:35][CH:34]=[CH:33][CH:32]=1)([C:25]1[CH:30]=[CH:29][CH:28]=[CH:27][CH:26]=1)[C:3]1[N:7]=[CH:6][N:5]([CH2:8][CH:9]2[CH2:14][CH2:13][N:12](C(OCC3C=CC=CC=3)=O)[CH2:11][CH2:10]2)[N:4]=1.C([O-])=O.[NH4+]>C(O)C.[OH-].[Pd+2].[OH-]>[C:31]1([C:2]([C:25]2[CH:30]=[CH:29][CH:28]=[CH:27][CH:26]=2)([C:3]2[N:7]=[CH:6][N:5]([CH2:8][CH:9]3[CH2:10][CH2:11][NH:12][CH2:13][CH2:14]3)[N:4]=2)[OH:1])[CH:32]=[CH:33][CH:34]=[CH:35][CH:36]=1 |f:1.2,4.5.6|. Procedure: Benzyl 4-({3-[hydroxy(diphenyl)methyl]-1H-1,2,4-triazol-1-yl}methyl)piperidine-1-carboxylate (Preparation 25, 5.2 g, 16.78 mmol) was dissolved in ethanol (300 ml) and ammonium formate (6 g) and palladium hydroxide [20 wt. % (dry basis) on carbon (wet)] (1 g) added. After stirring at reflux for 1 hour the reaction mixture was cooled to room temperature and filtered through Arbocel®. The solvent was removed in vacuo and the residue partitioned between dichloromethane (500 ml) and water (500 mL). T... Reactants: C(C)(=O)OC(C)=O (Acetic anhydride), OC1=C2C(=C3NC4=CC=CC=C4SC3=C1)C=CC=C2 (5-hydroxy-12H-benzo[a]phenothiazine). Run in N1=CC=CC=C1 (pyridine). Conditions: time 15 minute. Product: C(C)(=O)OC1=C2C(=C3NC4=CC=CC=C4SC3=C1)C=CC=C2 (5-acetoxy-12H-benzo[a]phenothiazine). Reaction SMILES: [C:1]([O:4][C:5](=[O:7])[CH3:6])(=O)[CH3:2].OC1[CH:22]=[C:21]2[C:12]([NH:13][C:14]3[C:19]([S:20]2)=[CH:18][CH:17]=[CH:16][CH:15]=3)=[C:11]2C=[CH:24][CH:25]=[CH:26][C:10]=12>N1C=CC=CC=1>[C:5]([O:4][C:1]1[CH:22]=[C:21]2[C:12]([NH:13][C:14]3[C:19]([S:20]2)=[CH:18][CH:17]=[CH:16][CH:15]=3)=[C:11]2[CH:10]=[CH:26][CH:25]=[CH:24][C:2]=12)(=[O:7])[CH3:6]. Procedure details: Acetic anhydride (2 ml) was added to a solution of 5-hydroxy-12H-benzo[a]phenothiazine (1) (1.4 gm) in pyridine (10 ml) and stirred for 15 minutes. The reaction mixture was concentrated under vacuum and ice-water was added to the residue. The resulting precipitate was filtered, air-dried and washed with ethyl acetate to afford the title compound. The product is C(C)C(CC(CC)C)N(C1=CC=CC=C1)CCC (N-(1-Ethyl-3-methylpentyl)-N-propylaniline). As a reaction SMILES: [CH2:1]([CH:3]([NH:9][C:10]1[CH:15]=[CH:14][CH:13]=[CH:12][CH:11]=1)[CH2:4][CH:5]([CH3:8])[CH2:6][CH3:7])[CH3:2].Br[CH2:17][CH2:18][CH3:19]>>[CH2:1]([CH:3]([N:9]([CH2:17][CH2:18][CH3:19])[C:10]1[CH:11]=[CH:12][CH:13]=[CH:14][CH:15]=1)[CH2:4][CH:5]([CH3:8])[CH2:6][CH3:7])[CH3:2]. Starting materials: C(C)C(CC(CC)C)NC1=CC=CC=C1 (N-(1-ethyl-3-methylpentyl)aniline), BrCCC (1-bromopropane). Reported procedure: N-(1-Ethyl-3-methylpentyl)-N-propylaniline was prepared from N-(1-ethyl-3-methylpentyl)aniline and 1-bromopropane using the same method as in Example 2ii).